Dataset: the Open Reaction Database (ORD), a public repository of structured organic reaction records. Task: describe an organic reaction: reactants, conditions, products, and yield Procedure details: 44 g of 1-(3-hydroxy-4-nitro-2,5,6-trifluorophenoxy)-3-(prop-2-enyloxy)-4-nitro-2,5,6-tri-fluorobenzene prepared as described in Example 10 (0.1 mol) are dissolved in 400 ml of a mixture of tetrahydrofuran and ethyl acetate (volume ratio 1:1), and 4.4 g of Pd/C (palladium/carbon) are added to the solution. The solution is then stirred vigorously for 6 hours at room temperature in an autoclave in order to remove the allyl protecting group. Hydrogen is then passed in, and the mixture is hydrogenat... Reagents/catalysts: [Pd] (Pd/C). Solvent: mixture, O1CCCC1 (tetrahydrofuran), C(C)(=O)OCC (ethyl acetate). The reactants are OC=1C(=C(OC2=C(C(=C(C(=C2F)F)[N+](=O)[O-])OCC=C)F)C(=C(C1[N+](=O)[O-])F)F)F (1-(3-hydroxy-4-nitro-2,5,6-trifluorophenoxy)-3-(prop-2-enyloxy)-4-nitro-2,5,6-tri-fluorobenzene), Example 10. The product is OC=1C(=C(C(=C(C1N)F)F)OC1=C(C(=C(C(=C1F)F)N)O)F)F (bis(3-hydroxy-4-amino-2,5,6-trifluorophenyl) ether). RXN SMILES: [OH:1][C:2]1[C:3]([F:30])=[C:4]([C:22]([F:29])=[C:23]([F:28])[C:24]=1[N+:25]([O-])=O)[O:5][C:6]1[C:11]([F:12])=[C:10]([F:13])[C:9]([N+:14]([O-])=O)=[C:8]([O:17]CC=C)[C:7]=1[F:21]>O1CCCC1.C(OCC)(=O)C.[Pd]>[OH:17][C:8]1[C:7]([F:21])=[C:6]([O:5][C:4]2[C:22]([F:29])=[C:23]([F:28])[C:24]([NH2:25])=[C:2]([OH:1])[C:3]=2[F:30])[C:11]([F:12])=[C:10]([F:13])[C:9]=1[NH2:14]. Reaction conditions: time 6 hour. Starting materials: NC1=C2C=CC(=NC2=CC=C1)C (5-amino-2-methylquinolin), FC(C(C(=O)C1=CC=CC=C1)(C1=CC=CC=C1)O)(F)F (3,3,3-trifluoro-2-hydroxy-1,2-diphenylpropan-1-one), phosphoric acid ester. Run in O (water), C1(=CC=CC=C1)C (toluene), C(C)(=O)O (acetic acid), C(C)NCC (diethyl amine), O (water). Reaction conditions: time 15 minute. The product is CC1=NC2=CC=CC(=C2C=C1)N=C(C(O)(C(F)(F)F)C1=CC=CC=C1)C1=CC=CC=C1 (β-[(2-methylquinolin-5-yl)imino]-α-phenyl-α-(trifluoromethyl)benzeneethanol). Yield: 73.8%. As a reaction SMILES: [F:1][C:2]([F:20])([F:19])[C:3]([OH:18])([C:12]1[CH:17]=[CH:16][CH:15]=[CH:14][CH:13]=1)[C:4]([C:6]1[CH:11]=[CH:10][CH:9]=[CH:8][CH:7]=1)=O.[NH2:21][C:22]1[CH:31]=[CH:30][CH:29]=[C:28]2[C:23]=1[CH:24]=[CH:25][C:26]([CH3:32])=[N:27]2>C(NCC)C.O.C1(C)C=CC=CC=1.C(O)(=O)C>[CH3:32][C:26]1[CH:25]=[CH:24][C:23]2[C:28](=[CH:29][CH:30]=[CH:31][C:22]=2[N:21]=[C:4]([C:6]2[CH:11]=[CH:10][CH:9]=[CH:8][CH:7]=2)[C:3]([C:12]2[CH:17]=[CH:16][CH:15]=[CH:14][CH:13]=2)([C:2]([F:20])([F:19])[F:1])[OH:18])[N:27]=1. Procedure details: 484 mg (2 mmol) Diethyl(phenyloxomethyl)phosphonate and 2,2,2-trifluoroacetophenone are stirred in 3 ml DMF together with 14 mg (0.22 mmol) potassium cyanide for 3 hours (Demir et al. J. Org. Chem. 2005, 70, 10584-87). Direct chromatographic purification on silica gel (ethyl acetate in hexane 33%) yields 580 mg phosphoric acid (1-benzoyl-2,2,2-trifluoro-1-phenylethyl)diethyl ester. 250 mg (0.6 mmol) of the phosphoric acid ester are stirred for 18 hours in 10 ml diethyl amine and 1 ml water. Evap...